Dataset: the Open Reaction Database (ORD), a public repository of structured organic reaction records. Task: describe an organic reaction: reactants, conditions, products, and yield Reactants: O=C1CCN(CC1)C1=CC=C(C=C1)NS(=O)(=O)C1=CC=C(C=C1)NC(C)=O (N-{4-[4-(4-Oxo-piperidine-1-yl)-phenylsulfamoyl]-phenyl}-acetamide), NC[C@@H](COC1=CC=C(C=C1)O)O ((2S)-1-Amino-3-(4-hydroxy-phenoxy)-propan-2-ol). Product: O[C@@H](CNC1CCN(CC1)C1=CC=C(NS(=O)(=O)C2=CC=C(C=C2)NC(C)=O)C=C1)COC1=CC=C(C=C1)O (N-(4-{[4-(4-{[(2S)-2-Hydroxy-3-(4-hydroxyphenoxy)propyl]amino}-1-piperidineyl)anilino]sulfonyl}phenyl)acetamide). As a reaction SMILES: O=[C:2]1[CH2:7][CH2:6][N:5]([C:8]2[CH:13]=[CH:12][C:11]([NH:14][S:15]([C:18]3[CH:23]=[CH:22][C:21]([NH:24][C:25](=[O:27])[CH3:26])=[CH:20][CH:19]=3)(=[O:17])=[O:16])=[CH:10][CH:9]=2)[CH2:4][CH2:3]1.[NH2:28][CH2:29][C@H:30]([OH:40])[CH2:31][O:32][C:33]1[CH:38]=[CH:37][C:36]([OH:39])=[CH:35][CH:34]=1>>[OH:40][C@H:30]([CH2:31][O:32][C:33]1[CH:38]=[CH:37][C:36]([OH:39])=[CH:35][CH:34]=1)[CH2:29][NH:28][CH:2]1[CH2:3][CH2:4][N:5]([C:8]2[CH:9]=[CH:10][C:11]([NH:14][S:15]([C:18]3[CH:19]=[CH:20][C:21]([NH:24][C:25](=[O:27])[CH3:26])=[CH:22][CH:23]=3)(=[O:17])=[O:16])=[CH:12][CH:13]=2)[CH2:6][CH2:7]1. Procedure: The title compound was prepared from N-{4-[4-(4-oxo-piperidine-1-yl)-phenylsulfamoyl]-phenyl}-acetamide (which was obtained in Example 216) and (2S)-1-amino-3-(4-hydroxy-phenoxy)-propan-2-ol (which was obtained in Example 5) according to the procedure of Example 255 as a grey solid; 1H NMR (300 MHz, DMSO-d6) δ 1.40-1.65 (m, 2H), 1.95-2.15 (m, 2H), 2.06 (s, 3H), 2.50-3.20 (m, 5H), 3.55-3.70 (m, 2H), 3.80-3.90 (m, 1H), 4.05-4.20 (m, 1H), 5.70 (brs, 1H), 6.67 (d, J=9.0 Hz, 2H), 6.76 (d, J=9.0 Hz, 2... The reactants are CCO, CN(C)Cc1ccnc(CSC(=N)N)c1, N#CCCCCl, Cl, Cl, Cl, [Na+], [OH-], O. Yields the product CN(C)Cc1ccnc(CSCCCC#N)c1. Reaction SMILES: [CH3:28][CH2:29][OH:30].[CH3:4][N:5]([CH3:6])[CH2:7][c:8]1[cH:9][c:10]([CH2:14][S:15][C:16](=[NH:17])[NH2:18])[n:11][cH:12][cH:13]1.[Cl:19][CH2:20][CH2:21][CH2:22][C:23]#[N:24].[ClH:1].[ClH:2].[ClH:3].[Na+:26].[OH-:25].[OH2:27]>>[CH3:4][N:5]([CH3:6])[CH2:7][c:8]1[cH:9][c:10]([CH2:14][S:15][CH2:16][CH2:21][CH2:22][C:23]#[N:24])[n:11][cH:12][cH:13]1.